This data is from the Open Reaction Database (ORD), a public repository of structured organic reaction records. The task is: describe an organic reaction: reactants, conditions, products, and yield The reagents and catalysts are [Pd] (Pd/C). Procedure details: A solution of tert-butyl 1-(4-(4-((2-(1-carbamoylcyclopropyl)phenyl)ethynyl)-5-(trifluoromethyl)pyrimidin-2-ylamino)phenyl)ethylcarbamate (0.25 g, 0.44 mmol) in EtOAc (12 mL) and DMF (2.0 mL) was stirred with Pd/C 10% (0.15 g) under an atmosphere of hydrogen for 16 hours at ambient temperature. The reaction mixture was diluted with EtOAc, filtered through a plug of Celite and washed with EtOAc. The solvents were removed in vacuo and the crude residue was purified by silica gel column chromatogra... The yield is 55.9%. Solvent: CCOC(=O)C (EtOAc), CCOC(=O)C (EtOAc), CN(C)C=O (DMF). Product: C(N)(=O)C1(CC1)C1=C(CCC2=NC(=NC=C2C(F)(F)F)NC2=CC=C(C=C2)C(C)NC(OC(C)(C)C)=O)C=CC=C1 (tert-Butyl 1-(4-(4-(2-(1-carbamoylcyclopropyl)phenethyl)-5-(trifluoromethyl)pyrimidin-2-ylamino)phenyl)ethylcarbamate). As a reaction SMILES: [C:1]([C:4]1([C:7]2[CH:12]=[CH:11][CH:10]=[CH:9][C:8]=2[C:13]#[C:14][C:15]2[C:20]([C:21]([F:24])([F:23])[F:22])=[CH:19][N:18]=[C:17]([NH:25][C:26]3[CH:31]=[CH:30][C:29]([CH:32]([NH:34][C:35](=[O:41])[O:36][C:37]([CH3:40])([CH3:39])[CH3:38])[CH3:33])=[CH:28][CH:27]=3)[N:16]=2)[CH2:6][CH2:5]1)(=[O:3])[NH2:2]>CCOC(C)=O.CN(C=O)C.[Pd]>[C:1]([C:4]1([C:7]2[CH:12]=[CH:11][CH:10]=[CH:9][C:8]=2[CH2:13][CH2:14][C:15]2[C:20]([C:21]([F:22])([F:24])[F:23])=[CH:19][N:18]=[C:17]([NH:25][C:26]3[CH:31]=[CH:30][C:29]([CH:32]([NH:34][C:35](=[O:41])[O:36][C:37]([CH3:40])([CH3:39])[CH3:38])[CH3:33])=[CH:28][CH:27]=3)[N:16]=2)[CH2:6][CH2:5]1)(=[O:3])[NH2:2]. Reactants: C(N)(=O)C1(CC1)C1=C(C=CC=C1)C#CC1=NC(=NC=C1C(F)(F)F)NC1=CC=C(C=C1)C(C)NC(OC(C)(C)C)=O (tert-butyl 1-(4-(4-((2-(1-carbamoylcyclopropyl)phenyl)ethynyl)-5-(trifluoromethyl)pyrimidin-2-ylamino)phenyl)ethylcarbamate). The reactants are CC#N, Cl, CCOC(=O)CC(c1ccccc1)n1cnc2cc(NC(=O)c3ccccc3Oc3ccccc3)ccc21. The product is O=C(O)CC(c1ccccc1)n1cnc2cc(NC(=O)c3ccccc3Oc3ccccc3)ccc21. Reaction SMILES: [CH3:39][C:40]#[N:41].[ClH:42].[O:1]([c:2]1[cH:3][cH:4][cH:5][cH:6][cH:7]1)[c:8]1[c:9]([C:10](=[O:11])[NH:12][c:13]2[cH:14][c:15]3[c:16]([n:17]([CH:20]([CH2:21][C:22](=[O:23])[O:24][CH2:25][CH3:26])[c:27]4[cH:28][cH:29][cH:30][cH:31][cH:32]4)[cH:18][n:19]3)[cH:33][cH:34]2)[cH:35][cH:36][cH:37][cH:38]1>>[O:1]([c:2]1[cH:3][cH:4][cH:5][cH:6][cH:7]1)[c:8]1[c:9]([C:10](=[O:11])[NH:12][c:13]2[cH:14][c:15]3[c:16]([n:17]([CH:20]([CH2:21][C:22](=[O:23])[OH:24])[c:27]4[cH:28][cH:29][cH:30][cH:31][cH:32]4)[cH:18][n:19]3)[cH:33][cH:34]2)[cH:35][cH:36][cH:37][cH:38]1. The reactants are C(C)(C)(C)OC(=O)N1C2C1CC1=CC=CC=C21 ((±) N-tert-butoxycarbonyl-1,2-iminoindane), C1(=CC=CC=C1)C=1C=C(C=CC1)O (3-phenylphenol). Reagents/catalysts: C1(=CC=C(C=C1)S(=O)(=O)[O-])C.[NH+]1=CC=CC=C1 (pyridinium p-toluenesulfonate). Run in C(Cl)(Cl)Cl (chloroform). Yields the product C1(=CC=CC=C1)C=1C=C(O[C@H]2[C@H](CC3=CC=CC=C23)NC(=O)OC(C)(C)C)C=CC1 ((±)cis-1-(3-Phenylphenoxy)-2-tert-butoxycarbonylaminoindane). The yield is 35.2%. Reaction SMILES: [C:1]([O:5][C:6]([N:8]1[CH:10]2[CH2:11][C:12]3[C:17]([CH:9]12)=[CH:16][CH:15]=[CH:14][CH:13]=3)=[O:7])([CH3:4])([CH3:3])[CH3:2].[C:18]1([C:24]2[CH:25]=[C:26]([OH:30])[CH:27]=[CH:28][CH:29]=2)[CH:23]=[CH:22][CH:21]=[CH:20][CH:19]=1>C(Cl)(Cl)Cl.C1(C)C=CC(S([O-])(=O)=O)=CC=1.[NH+]1C=CC=CC=1>[C:18]1([C:24]2[CH:25]=[C:26]([CH:27]=[CH:28][CH:29]=2)[O:30][C@@H:9]2[C:17]3[C:12](=[CH:13][CH:14]=[CH:15][CH:16]=3)[CH2:11][C@@H:10]2[NH:8][C:6]([O:5][C:1]([CH3:4])([CH3:3])[CH3:2])=[O:7])[CH:19]=[CH:20][CH:21]=[CH:22][CH:23]=1 |f:3.4|. Procedure: A solution of (±) N-tert-butoxycarbonyl-1,2-iminoindane (5 g, 22 mmol), 3-phenylphenol (3.75 g, 22 mmol) and pyridinium p-toluenesulfonate (114 mg) in chloroform (150 ml) was heated at reflux for 2 h. On cooling, the solution was washed sequentially with 10% aq. NaOH, water and then brine. After drying over MgSO4, solvents were removed in vacuo and the resultant brown oil subjected to column chromatography on silica gel eluting with 20% diethyl ether in hexanes to afford the title compound (3.11... Reactants: COC(COC1=C2CCCC2=C(C=C1)S)=O ((7-Mercapto-indan-4-yloxy)-acetic acid methyl ester), ClCC=1C=C(C=CC1)C1=NC=C(C=C1)C(F)(F)F (2-(3-Chloromethyl-phenyl)-5-trifluoromethyl-pyridine). As a reaction SMILES: C[O:2][C:3](=[O:16])[CH2:4][O:5][C:6]1[CH:14]=[CH:13][C:12]([SH:15])=[C:11]2[C:7]=1[CH2:8][CH2:9][CH2:10]2.Cl[CH2:18][C:19]1[CH:20]=[C:21]([C:25]2[CH:30]=[CH:29][C:28]([C:31]([F:34])([F:33])[F:32])=[CH:27][N:26]=2)[CH:22]=[CH:23][CH:24]=1>>[F:34][C:31]([F:32])([F:33])[C:28]1[CH:29]=[CH:30][C:25]([C:21]2[CH:20]=[C:19]([CH:24]=[CH:23][CH:22]=2)[CH2:18][S:15][C:12]2[CH:13]=[CH:14][C:6]([O:5][CH2:4][C:3]([OH:2])=[O:16])=[C:7]3[C:11]=2[CH2:10][CH2:9][CH2:8]3)=[N:26][CH:27]=1. Reported procedure: The title compound was prepared in the manner analogous to Example 1F using 12C and 53B. MS m/z 474 (M+1). The product is FC(C=1C=CC(=NC1)C=1C=C(CSC=2C=CC(=C3CCCC23)OCC(=O)O)C=CC1)(F)F ({7-[3-(5-Trifluoromethyl-pyridin-2-yl)-benzylsulfanyl]-indan-4-yloxy}-acetic acid).